Dataset: the Open Reaction Database (ORD), a public repository of structured organic reaction records. Task: describe an organic reaction: reactants, conditions, products, and yield Reactants: C1(CCCCC1)N1S(N=C(NC1=O)OC)(=O)=O (2-Cyclohexyl-5-methoxy-2H-1,2,4,6-thiatriazin-3-one-1,1-dioxide), P(Cl)(Cl)(Cl)(Cl)Cl (phosphorus pentachloride). Solvent: P(=O)(Cl)(Cl)Cl (phosphorus oxychloride). Product: ClC=1N(S(N=C(N1)OC)(=O)=O)C1CCCCC1 (3-Chloro-2-cyclohexyl-5-methoxy-2H-1,2,4,6-thiatriazine-1,1-dioxide). As a reaction SMILES: [CH:1]1([N:7]2[C:12](=O)[NH:11][C:10]([O:14][CH3:15])=[N:9][S:8]2(=[O:17])=[O:16])[CH2:6][CH2:5][CH2:4][CH2:3][CH2:2]1.P(Cl)(Cl)(Cl)(Cl)[Cl:19]>P(Cl)(Cl)(Cl)=O>[Cl:19][C:12]1[N:7]([CH:1]2[CH2:6][CH2:5][CH2:4][CH2:3][CH2:2]2)[S:8](=[O:17])(=[O:16])[N:9]=[C:10]([O:14][CH3:15])[N:11]=1. Procedure: A mixture of the thiatriazinone from Step 2. above (77.3 g) and phosphorus pentachloride (92.4 g) in phosphorus oxychloride (230 ml) is refluxed overnight. The reaction mixture is evaporated at 50° C. yielding an oil (92.3 g) which is used without further purification in the next step.